Dataset: the Open Reaction Database (ORD), a public repository of structured organic reaction records. Task: describe an organic reaction: reactants, conditions, products, and yield Starting materials: [C-]#N, CCCCCNC, CCCCCC, CC(C)(N=C=O)c1cccc(Cl)c1. Product: CCCCCN(C)C(=O)NC(C)(C)c1cccc(Cl)c1. RXN SMILES: [C-:14]#[N:15].[CH3:16][NH:17][CH2:18][CH2:19][CH2:20][CH2:21][CH3:22].[CH3:23][CH2:24][CH2:25][CH2:26][CH2:27][CH3:28].[Cl:1][c:2]1[cH:3][c:4]([C:5]([CH3:6])([CH3:7])[N:8]=[C:9]=[O:10])[cH:11][cH:12][cH:13]1>>[Cl:1][c:2]1[cH:3][c:4]([C:5]([CH3:6])([CH3:7])[NH:8][C:9](=[O:10])[N:17]([CH3:16])[CH2:18][CH2:19][CH2:20][CH2:21][CH3:22])[cH:11][cH:12][cH:13]1. The reactants are ClC1=C(C=CC(=C1)Cl)C=1N=C(C(=NC1CC)N[C@H]1[C@H](CC2=CC=CC=C12)O)CC ((1R,2S)-1-{[5-(2,4-dichlorophenyl)-3,6-diethylpyrazin-2-yl]amino}-2,3-dihydro-1H-inden-2-ol), BrC=1N=C(C(=NC1CC)N[C@@H]1CN(C[C@@H]1O)C(=O)OCC1=CC=CC=C1)CC (benzyl (3R,4S)-3-[(5-bromo-3,6-diethylpyrazin-2-yl)amino]-4-hydroxypyrrolidine-1-carboxylate), ClC1=C(C=CC(=C1)OC)B(O)O (2-chloro-4-methoxy phenyl boronic acid). The product is ClC1=C(C=CC(=C1)OC)C=1N=C(C(=NC1CC)N[C@@H]1CN(C[C@@H]1O)C(=O)OCC1=CC=CC=C1)CC (benzyl (3R,4S)-3-{[5-(2-chloro-4-methoxyphenyl)-3,6-diethylpyrazin-2-yl]amino}-4-hydroxypyrrolidine-1-carboxylate). Reaction SMILES: ClC1C=C(Cl)C=CC=1C1N=C(CC)C(N[C@@H]2C3C(=CC=CC=3)C[C@@H]2O)=NC=1CC.Br[C:31]1[N:32]=[C:33]([CH2:56][CH3:57])[C:34]([NH:39][C@H:40]2[C@@H:44]([OH:45])[CH2:43][N:42]([C:46]([O:48][CH2:49][C:50]3[CH:55]=[CH:54][CH:53]=[CH:52][CH:51]=3)=[O:47])[CH2:41]2)=[N:35][C:36]=1[CH2:37][CH3:38].[Cl:58][C:59]1[CH:64]=[C:63]([O:65][CH3:66])[CH:62]=[CH:61][C:60]=1B(O)O>>[Cl:58][C:59]1[CH:64]=[C:63]([O:65][CH3:66])[CH:62]=[CH:61][C:60]=1[C:31]1[N:32]=[C:33]([CH2:56][CH3:57])[C:34]([NH:39][C@H:40]2[C@@H:44]([OH:45])[CH2:43][N:42]([C:46]([O:48][CH2:49][C:50]3[CH:55]=[CH:54][CH:53]=[CH:52][CH:51]=3)=[O:47])[CH2:41]2)=[N:35][C:36]=1[CH2:37][CH3:38]. Procedure: Following the procedure for the preparation of (1R,2S)-1-{[5-(2,4-dichlorophenyl)-3,6-diethylpyrazin-2-yl]amino}-2,3-dihydro-1H-inden-2-ol but substituting benzyl (3R,4S)-3-[(5-bromo-3,6-diethylpyrazin-2-yl)amino]-4-hydroxypyrrolidine-1-carboxylate and 2-chloro-4-methoxy phenyl boronic acid, and making non-critical variations provided the title compound as a oil: 1H NMR (DMSO-d6) δ) 1.06, 2.35, 2.67, 3.51, 3.57, 3.62, 3.82, 4.35, 4.46, 5.08, 5.42, 5.95, 6.98, 7.11, 7.24, 7.38; IR (diffuse reflec... Starting materials: O\C=C\1/C(NC2=CC(=CC=C12)F)=O (Z-3-[(hydroxy)-methylene]-6-fluoro-1,3-dihydro-indol-2-one), NC1=NNC=C1 (3-aminopyrazole), O\C=C\1/C(NC2=CC(=CC=C12)F)=O (Z-3-[(hydroxy)-methylene]-6-fluoro-1,3-dihydro-indol-2-one), O\C=C\1/C(NC2=CC=CC=C12)=O (Z-3-[(hydroxy)-methylene]-1,3-dihydro-indol-2-one), CC1=CC(=NO1)N (5-methyl-isoxazol-3-ylamine), CC1=CC(=NO1)N (5-methyl-isoxazol-3-ylamine). Run in O1CCCC1 (tetrahydrofuran). Yields the product FC1=CC=C2C(C(NC2=C1)=O)=CNC1=NOC(=C1)C (6-Fluoro-3-[(5-methyl-isoxazol-3-ylamino)-methylene]-1,3-dihydro-indol-2-one). As a reaction SMILES: O/[CH:2]=[C:3]1\[C:4](=[O:13])[NH:5][C:6]2[C:11]\1=[CH:10][CH:9]=[C:8]([F:12])[CH:7]=2.O/C=C1\C(=O)NC2C\1=CC=CC=2.[CH3:26][C:27]1[O:31][N:30]=[C:29]([NH2:32])[CH:28]=1.NC1C=CNN=1>O1CCCC1>[F:12][C:8]1[CH:7]=[C:6]2[C:11]([C:3](=[CH:2][NH:32][C:29]3[CH:28]=[C:27]([CH3:26])[O:31][N:30]=3)[C:4](=[O:13])[NH:5]2)=[CH:10][CH:9]=1. Procedure details: The named compound is prepared by substituting E & Z-3-[(hydroxy)-methylene]-6-fluoro-1,3-dihydro-indol-2-one for E & Z-3-[(hydroxy)-methylene]-1,3-dihydro-indol-2-one and 5-methyl-isoxazol-3-ylamine for 3-aminopyrazole in the reaction of Example 1. Specifically, E & Z-3-[(hydroxy)-methylene]-6-fluoro-1,3-dihydro-indol-2-one (0.033 gms.) is reacted with 0.040 gms. 5-methyl-isoxazol-3-ylamine by refluxing in tetrahydrofuran (0.88 mL) to afford the named compound in the amount of 0.0147 gms. Starting materials: CCOC(C)=O, COc1ccc(C(C)C)cc1-c1ccc(C(F)(F)F)cc1C1OC(=O)NC1C, FC(F)(F)c1cc(CBr)cc(C(F)(F)F)c1, [H-], [Na+], CN(C)C=O, O. The product is COc1ccc(C(C)C)cc1-c1ccc(C(F)(F)F)cc1C1OC(=O)N(Cc2cc(C(F)(F)F)cc(C(F)(F)F)c2)C1C. As a reaction SMILES: [CH3:52][CH2:53][O:54][C:55]([CH3:56])=[O:57].[CH:1]([CH3:2])([CH3:3])[c:4]1[cH:5][cH:6][c:7]([O:27][CH3:28])[c:8](-[c:10]2[c:11]([CH:20]3[CH:21]([CH3:26])[NH:22][C:23](=[O:25])[O:24]3)[cH:12][c:13]([C:16]([F:17])([F:18])[F:19])[cH:14][cH:15]2)[cH:9]1.[F:31][C:32]([c:33]1[cH:34][c:35]([CH2:36][Br:37])[cH:38][c:39]([C:41]([F:42])([F:43])[F:44])[cH:40]1)([F:45])[F:46].[H-:29].[Na+:30].[O:47]=[CH:48][N:49]([CH3:50])[CH3:51].[OH2:58]>>[CH:1]([CH3:2])([CH3:3])[c:4]1[cH:5][cH:6][c:7]([O:27][CH3:28])[c:8](-[c:10]2[c:11]([CH:20]3[CH:21]([CH3:26])[N:22]([CH2:36][c:35]4[cH:34][c:33]([C:32]([F:31])([F:45])[F:46])[cH:40][c:39]([C:41]([F:42])([F:43])[F:44])[cH:38]4)[C:23](=[O:25])[O:24]3)[cH:12][c:13]([C:16]([F:17])([F:18])[F:19])[cH:14][cH:15]2)[cH:9]1. The reactants are CN1C(CC[C@@]2(C3=C(CC[C@@H]12)C=C(C=C3)N)C)=O ((4aR)-(10bR)-4,10b-dimethyl-8-amino-1,2,3,4,4a,5,6,10b-octahydrobenzo[f]quinolin-3-one), [N+](=O)([O-])C=1C=C(C(=O)Cl)C=CC1 (3-nitrobenzoyl chloride). Solvent: C1CCOC1 (THF). Run at time 4 hour. The product is CN1C(CC[C@@]2(C3=C(CC[C@@H]12)C=C(C=C3)NC(C3=CC(=CC=C3)[N+](=O)[O-])=O)C)=O ((+)-(4aR)-(10bR)-4,10b-dimethyl-8-(3-nitrobenzoylamino)-1,2,3,4,4a,5,6,10b-octahydrobenzo[f]quinolin-3-one). RXN SMILES: [CH3:1][N:2]1[C@H:11]2[C@@:6]([CH3:17])([C:7]3[CH:15]=[CH:14][C:13]([NH2:16])=[CH:12][C:8]=3[CH2:9][CH2:10]2)[CH2:5][CH2:4][C:3]1=[O:18].[N+:19]([C:22]1[CH:23]=[C:24]([CH:28]=[CH:29][CH:30]=1)[C:25](Cl)=[O:26])([O-:21])=[O:20]>C1COCC1>[CH3:1][N:2]1[C@H:11]2[C@@:6]([CH3:17])([C:7]3[CH:15]=[CH:14][C:13]([NH:16][C:25](=[O:26])[C:24]4[CH:28]=[CH:29][CH:30]=[C:22]([N+:19]([O-:21])=[O:20])[CH:23]=4)=[CH:12][C:8]=3[CH2:9][CH2:10]2)[CH2:5][CH2:4][C:3]1=[O:18]. Procedure details: A 620 mg portion of (4aR)-(10bR)-4,10b-dimethyl-8-amino-1,2,3,4,4a,5,6,10b-octahydrobenzo[f]quinolin-3-one was dissolved in 100 ml of THF, and an equivalent amount of 3-nitrobenzoyl chloride (500 mg) was added. The reaction mixture was stirred for 4 h, and was then evaporated to dryness under vacuum. The residue was purified by chromatography on silica gel, eluting with 10% methanol in ethyl acetate, and the product-containing fractions were evaporated and the resulting solid was crystallized fr... Starting materials: C(C)OC=C(C(=O)OCC)C(C1=C(C(=C(C(=C1)F)F)Cl)F)=O (ethyl 3-ethoxy-2-(3-chloro-2,4,5-trifluorobenzoyl)acrylate), ClC=1C(=C(C(=O)CC(=O)OCC)C=C(C1F)F)F (ethyl 3-chloro-2,4,5-trifluorobenzoylacetate), NC1=NC(=C(C=C1F)C)N (2,6-diamino-3-fluoro-5-methylpyridine). The solvent is C(Cl)(Cl)Cl (chloroform), CO (methanol), C(Cl)(Cl)Cl (chloroform). Run at temperature 85 celsius, time 40 minute. The product is NC1=C(C=C(C(=N1)N1C=C(C(C2=CC(=C(C(=C12)Cl)F)F)=O)C(=O)OCC)C)F (ethyl 1-(6-amino-5-fluoro-3-methylpyridine-2-yl)-8-chloro-6,7-difluoro-4-oxo-1,4-dihydroquinoline-3-carboxylate). As a reaction SMILES: C(O[CH:4]=[C:5]([C:11](=[O:22])[C:12]1[CH:17]=[C:16]([F:18])[C:15]([F:19])=[C:14]([Cl:20])[C:13]=1F)[C:6]([O:8][CH2:9][CH3:10])=[O:7])C.ClC1C(F)=C(C=C(F)C=1F)C(CC(OCC)=O)=O.[NH2:41][C:42]1[C:47]([F:48])=[CH:46][C:45]([CH3:49])=[C:44]([NH2:50])[N:43]=1>C(Cl)(Cl)Cl.CO>[NH2:41][C:42]1[N:43]=[C:44]([N:50]2[C:13]3[C:12](=[CH:17][C:16]([F:18])=[C:15]([F:19])[C:14]=3[Cl:20])[C:11](=[O:22])[C:5]([C:6]([O:8][CH2:9][CH3:10])=[O:7])=[CH:4]2)[C:45]([CH3:49])=[CH:46][C:47]=1[F:48]. Procedure details: To 1 ml chloroform solution of ethyl 3-ethoxy-2-(3-chloro-2,4,5-trifluorobenzoyl)acrylate prepared from 280 mg of ethyl 3-chloro-2,4,5-trifluorobenzoylacetate by normal process was added all of 2,6-diamino-3-fluoro-5-methylpyridine as described above together with 2 ml of methanol and 4 ml of chloroform. After allowing to stand at room temperature for 40 minutes, the solution was concentrated under reduced pressure. To the residue were added 600 mg of anhydrous potassium carbonate and 1 ml of N,... The reactants are C([O-])([O-])=O.[K+].[K+] (potassium carbonate), ClC(C(=O)[O-])(F)F.[Na+] (sodium chlorodifluoroacetate), OC=1C=2N(C=CC1)C(=CN2)C2=NC(=NC=C2C#N)SC (4-(8-hydroxyimidazo[1,2-a]pyridin-3-yl)-2-(methylthio)pyrimidine-5-carbonitrile). Solvent: C(Cl)(Cl)Cl (chloroform), C(C)#N (acetonitrile). Conditions: temperature 90 celsius, time 8 hour. The product is FC(OC=1C=2N(C=CC1)C(=CN2)C2=NC(=NC=C2C#N)SC)F (4-[8-(difluoromethoxy)imidazo[1,2-a]pyridin-3-yl]-2-(methylthio)pyrimidine-5-carbonitrile). Isolated yield 63.7%. Reaction SMILES: [OH:1][C:2]1[C:3]2[N:4]([C:8]([C:11]3[C:16]([C:17]#[N:18])=[CH:15][N:14]=[C:13]([S:19][CH3:20])[N:12]=3)=[CH:9][N:10]=2)[CH:5]=[CH:6][CH:7]=1.C(=O)([O-])[O-].[K+].[K+].Cl[C:28]([F:33])([F:32])C([O-])=O.[Na+]>C(#N)C.C(Cl)(Cl)Cl>[F:32][CH:28]([F:33])[O:1][C:2]1[C:3]2[N:4]([C:8]([C:11]3[C:16]([C:17]#[N:18])=[CH:15][N:14]=[C:13]([S:19][CH3:20])[N:12]=3)=[CH:9][N:10]=2)[CH:5]=[CH:6][CH:7]=1 |f:1.2.3,4.5|. Procedure details: 20 mg of the 4-(8-hydroxyimidazo[1,2-a]pyridin-3-yl)-2-(methylthio)pyrimidine-5-carbonitrile [158-1] was dissolved in 1 mL of acetonitrile, then 20 mg of potassium carbonate and 13 mg of sodium chlorodifluoroacetate were added, and stirred overnight at 90° C. After cooling the reaction mixture back to room temperature, diluted in 100 mL of chloroform, and washed with water and dried over anhydrous magnesium sulfate. The insolubles were filtered, then the filtrate was concentrated under reduced p... The reactants are CC(NS(=O)C(C)(C)C)c1ccnc(Br)c1, CS(=O)[O-], CS(C)=O, CCOC(C)=O, [Cl-], [Cu]I, [NH4+], [Na+], [Na+], O=C([O-])O. Product: CC(NS(=O)C(C)(C)C)c1ccnc(S(C)(=O)=O)c1. As a reaction SMILES: [Br:1][c:2]1[n:3][cH:4][cH:5][c:6]([CH:8]([CH3:9])[NH:10][S:11](=[O:12])[C:13]([CH3:14])([CH3:15])[CH3:16])[cH:7]1.[CH3:17][S:18](=[O:19])[O-:20].[CH3:22][S:23]([CH3:24])=[O:25].[CH3:33][CH2:34][O:35][C:36]([CH3:37])=[O:38].[Cl-:26].[Cu:39][I:40].[NH4+:27].[Na+:21].[Na+:32].[O-:28][C:29]([OH:30])=[O:31]>>[c:2]1([S:18]([CH3:17])(=[O:19])=[O:20])[n:3][cH:4][cH:5][c:6]([CH:8]([CH3:9])[NH:10][S:11](=[O:12])[C:13]([CH3:14])([CH3:15])[CH3:16])[cH:7]1. Starting materials: ClCCCl, C1CCC2=NCCCN2CC1, CN(C)c1ccncc1, CC(=O)O, COc1ccc2c(OC3CC4C(=O)NC5(C(=O)O)CC5C=CCCCCN(C)C(=O)C4C3)cc(-c3cccc(C(C)C)n3)nc2c1C, NS(=O)(=O)C1CC1, CN(C)C=O. The product is COc1ccc2c(OC3CC4C(=O)NC5(C(=O)NS(=O)(=O)C6CC6)CC5C=CCCCCN(C)C(=O)C4C3)cc(-c3cccc(C(C)C)n3)nc2c1C. As a reaction SMILES: [CH2:48]([Cl:49])[CH2:50][Cl:51].[CH2:59]1[CH2:60][CH2:61][C:62]2=[N:67][CH2:66][CH2:65][CH2:64][N:63]2[CH2:68][CH2:69]1.[CH3:70][N:71]([c:72]1[cH:73][cH:74][n:75][cH:76][cH:77]1)[CH3:78].[CH3:84][C:85](=[O:86])[OH:87].[CH:1]([CH3:2])([CH3:3])[c:4]1[cH:5][cH:6][cH:7][c:8](-[c:10]2[n:11][c:12]3[c:13]([CH3:47])[c:14]([O:45][CH3:46])[cH:15][cH:16][c:17]3[c:18]([O:20][CH:21]3[CH2:22][CH:23]4[C:24](=[O:44])[N:25]([CH3:43])[CH2:26][CH2:27][CH2:28][CH2:29][CH:30]=[CH:31][CH:32]5[CH2:33][C:34]5([C:40](=[O:41])[OH:42])[NH:35][C:36](=[O:39])[CH:37]4[CH2:38]3)[cH:19]2)[n:9]1.[CH:52]1([S:55](=[O:56])(=[O:57])[NH2:58])[CH2:53][CH2:54]1.[O:79]=[CH:80][N:81]([CH3:82])[CH3:83]>>[CH:1]([CH3:2])([CH3:3])[c:4]1[cH:5][cH:6][cH:7][c:8](-[c:10]2[n:11][c:12]3[c:13]([CH3:47])[c:14]([O:45][CH3:46])[cH:15][cH:16][c:17]3[c:18]([O:20][CH:21]3[CH2:22][CH:23]4[C:24](=[O:44])[N:25]([CH3:43])[CH2:26][CH2:27][CH2:28][CH2:29][CH:30]=[CH:31][CH:32]5[CH2:33][C:34]5([C:40](=[O:41])[NH:58][S:55]([CH:52]5[CH2:53][CH2:54]5)(=[O:56])=[O:57])[NH:35][C:36](=[O:39])[CH:37]4[CH2:38]3)[cH:19]2)[n:9]1. Starting materials: [H][H] (Hydrogen), C1(=CC=C(C=C1)C[C@H](CC(C(=O)O)=C)NC(=O)OC(C)(C)C)C1=CC=CC=C1 ((R)-5-Biphenyl-4-yl-4-tert-butoxycarbonylamino-2-methylenepentanoic acid), C1(=CC=C(C=C1)C[C@H](CC(C(=O)O)=C)NC(=O)OC(C)(C)C)C1=CC=CC=C1 (2-a). The reagents and catalysts are [Pd] (Palladium on carbon). Run in C(C)O (ethanol). Yields the product C1(=CC=C(C=C1)C[C@H](C[C@H](C(=O)O)C)NC(=O)OC(C)(C)C)C1=CC=CC=C1 ((2R,4S)-5-biphenyl-4-yl-4-tert-butoxycarbonylamino-2-methylpentanoic acid), 1-a. RXN SMILES: [C:1]1([C:23]2[CH:28]=[CH:27][CH:26]=[CH:25][CH:24]=2)[CH:6]=[CH:5][C:4]([CH2:7][C@@H:8]([NH:15][C:16]([O:18][C:19]([CH3:22])([CH3:21])[CH3:20])=[O:17])[CH2:9][C:10](=[CH2:14])[C:11]([OH:13])=[O:12])=[CH:3][CH:2]=1.[H][H]>[Pd].C(O)C>[C:1]1([C:23]2[CH:24]=[CH:25][CH:26]=[CH:27][CH:28]=2)[CH:2]=[CH:3][C:4]([CH2:7][C@@H:8]([NH:15][C:16]([O:18][C:19]([CH3:22])([CH3:20])[CH3:21])=[O:17])[CH2:9][C@@H:10]([CH3:14])[C:11]([OH:13])=[O:12])=[CH:5][CH:6]=1. Procedure: 20 mg (R)-5-Biphenyl-4-yl-4-tert-butoxycarbonylamino-2-methylenepentanoic acid (2-a, R1=Boc, R2=H, R3=CO2H) is added to ethanol (400 μl). 10% Palladium on carbon (2 mg, 50% water wet, Degussa type E101 NE/W) is then added. Hydrogen gas at ambient pressure is applied to the mixture. The mixture is stirred at ambient temperature and pressure overnight. The mixture is then filtered over Celite and washed with ethanol (2×0.5 ml). The mixture is then concentrated in vacuo to give (2R,4S)-5-biphenyl-4...